Dataset: the Open Reaction Database (ORD), a public repository of structured organic reaction records. Task: describe an organic reaction: reactants, conditions, products, and yield Reactants: C(C)(C)(C)OC(=O)N1[C@H]2CN([C@@H](C1)C2)C(=O)C=2C=NC(=CC2)NC=2N=CC1=C(N2)N(C(=C1)C(N(C)C)=O)C1CCCC1 (5-[6-(7-Cyclopentyl-6-dimethylcarbamoyl-7H-pyrrolo[2,3-d]pyrimidin-2-ylamino)-pyridine-3-carbonyl]-(R,R)-2,5-diaza-bicyclo[2.2.1]heptane-2-carboxylic acid tert-butyl ester), CN(C(=O)C1=CC2=C(N=CN=C2)N1)C (7H-pyrrolo[2,3-d]pyrimidine-6-carboxylic acid dimethylamide). The product is CN(C(=O)C1=CC2=C(N=C(N=C2)NC2=NC=C(C=C2)C(=O)N2[C@H]3CN[C@@H](C2)C3)N1C1CCCC1)C (7-cyclopentyl-2-[5-((R,R)-2,5-diaza-bicyclo[2.2.1]heptane-2-carbonyl)-pyridin-2-ylamino]-7H-pyrrolo[2,3-d]pyrimidine-6-carboxylic acid dimethylamide). The yield is 22.0%. Reaction SMILES: C(OC([N:8]1[CH2:13][C@H:12]2[CH2:14][C@@H:9]1[CH2:10][N:11]2[C:15]([C:17]1[CH:18]=[N:19][C:20]([NH:23][C:24]2[N:25]=[CH:26][C:27]3[CH:32]=[C:31]([C:33](=[O:37])[N:34]([CH3:36])[CH3:35])[N:30]([CH:38]4[CH2:42][CH2:41][CH2:40][CH2:39]4)[C:28]=3[N:29]=2)=[CH:21][CH:22]=1)=[O:16])=O)(C)(C)C.CN(C)C(C1NC2N=CN=CC=2C=1)=O>>[CH3:35][N:34]([CH3:36])[C:33]([C:31]1[N:30]([CH:38]2[CH2:42][CH2:41][CH2:40][CH2:39]2)[C:28]2[N:29]=[C:24]([NH:23][C:20]3[CH:21]=[CH:22][C:17]([C:15]([N:11]4[CH2:10][C@H:9]5[CH2:14][C@@H:12]4[CH2:13][NH:8]5)=[O:16])=[CH:18][N:19]=3)[N:25]=[CH:26][C:27]=2[CH:32]=1)=[O:37]. Procedure details: Following deprotection method 2, 5-[6-(7-Cyclopentyl-6-dimethylcarbamoyl-7H-pyrrolo[2,3-d]pyrimidin-2-ylamino)-pyridine-3-carbonyl]-(R,R)-2,5-diaza-bicyclo[2.2.1]heptane-2-carboxylic acid tert-butyl ester was converted to 7-Cyclopentyl-2-[5-(R,R)-2,5-diaza-bicyclo[2.2.1]heptane-2-carbonyl)-pyridin-2-ylamino]-7H-pyrrolo[2,3-d]pyrimidine-6-carboxylic acid dimethylamide (20 mg) in 22% yield. 1H NMR (400 MHz, CHLOROFORM-d) δ ppm 1.65-1.85 (m, 4H) 2.03 (s, 2H) 2.06-2.19 (m, 6H) 2.59 (br. s., 2H) 3.18... Reactants: CCS(=O)(=O)c1ncc(C(=O)NCCC23CC4CC(CC(C4)C2)C3)s1, OCC1CO1, [H-], [Na+], C1CCOC1. Product: O=C(NCCC12CC3CC(CC(C3)C1)C2)c1cnc(OCC2CO2)s1. RXN SMILES: [CH2:8]([S:9](=[O:10])(=[O:11])[c:13]1[s:14][c:15]([C:18](=[O:19])[NH:20][CH2:21][CH2:22][C:23]23[CH2:24][CH:25]4[CH2:26][CH:27]([CH2:28][CH:29]([CH2:30]2)[CH2:31]4)[CH2:32]3)[cH:16][n:17]1)[CH3:12].[CH:3]1([CH2:4][OH:5])[CH2:6][O:7]1.[H-:1].[Na+:2].[O:33]1[CH2:34][CH2:35][CH2:36][CH2:37]1>>[CH:3]1([CH2:4][O:5][c:13]2[s:14][c:15]([C:18](=[O:19])[NH:20][CH2:21][CH2:22][C:23]34[CH2:24][CH:25]5[CH2:26][CH:27]([CH2:28][CH:29]([CH2:30]3)[CH2:31]5)[CH2:32]4)[cH:16][n:17]2)[CH2:6][O:7]1. Reactants: NO (amino alcohol), C(=O)(N1C=NC=C1)N1C=NC=C1 (1,1'-carbonyldiimidazole), C(C1=CC=CC=C1)OC(=O)N1CCC(CC1)N1C(OCC1)=O (1-Benzyloxycarbonyl-4-(2-oxo-1,3-oxazolidin-3-yl)piperidine). Run in C(Cl)(Cl)Cl (chloroform), ClCCl (dichloromethane). Product: O1CN(CC1)N1CCCCC1 (oxazolidin-3-yl piperidine). As a reaction SMILES: C(OC([N:11]1[CH2:16][CH2:15][CH:14](N2CCOC2=O)[CH2:13][CH2:12]1)=O)C1C=CC=CC=1.NO.[C:25](N1C=CN=C1)([N:27]1[CH:31]=[CH:30]N=C1)=[O:26]>C(Cl)(Cl)Cl.ClCCl>[O:26]1[CH2:30][CH2:31][N:27]([N:11]2[CH2:12][CH2:13][CH2:14][CH2:15][CH2:16]2)[CH2:25]1. Procedure details: 1-Benzyloxycarbonyl-4-(2-oxo-1,3-oxazolidin-3-yl)piperidine. A solution of the amino alcohol (1.7 g) and 1,1'-carbonyldiimidazole (2.4 g) in chloroform (30 mL) was heated at reflux for 6 hours. The reaction mixture was diluted with dichloromethane and washed with 1 N sodium hydroxide and water. The separated organic phase was dried and evaporated to give the oxazolidin-3-yl piperidine as a viscous oil (1.9 g); NMR: 7.35 (m,5), 5.13 (s,2), 4.34 (m,4), 3.89 (m,1), 3.49 (m,2), 2.86 (m,2), 1.78 (m,2... Reactants: ( 1 ), ClC=1C=C(C#N)C=C(C1N)Cl (3,5-dichloro-4-amino-benzonitrile), C[Si](C)(C)[N-][Si](C)(C)C.[Na+] (NaHMDS), C(C)(=O)Cl (acetyl chloride), Cl (HCl). Solvent: C1CCOC1 (THF), C1CCOC1 (THF), O (water), C(Cl)Cl (DCM). Conditions: time 8 hour. Yields the product C(C)(=O)NC1=C(C=C(C#N)C=C1Cl)Cl (4-acetamido-3,5-dichloro-benzonitrile). RXN SMILES: [Cl:1][C:2]1[CH:3]=[C:4]([CH:7]=[C:8]([Cl:11])[C:9]=1[NH2:10])[C:5]#[N:6].C[Si]([N-][Si](C)(C)C)(C)C.[Na+].[C:22](Cl)(=[O:24])[CH3:23].Cl>C1COCC1.O.C(Cl)Cl>[C:22]([NH:10][C:9]1[C:2]([Cl:1])=[CH:3][C:4]([C:5]#[N:6])=[CH:7][C:8]=1[Cl:11])(=[O:24])[CH3:23] |f:1.2|. Procedure: Step B (1): To a solution of 3,5-dichloro-4-amino-benzonitrile (187 mg, 1 mmol) in 4 mL of THF at room temperature was added 2.2 mL of 1.0 M NaHMDS in THF. The resulting reaction mixture was stirred at room temperature for 30 min, at which time acetyl chloride (3.1 mmol) was added. DCM (100 mL) and water (100 mL) were added to the reaction mixture after being stirred overnight, followed by the addition of 5 mL of a 1.4 N HCl aqueous solution. The layers were separated and the aqueous layer was e...